From a dataset of the Open Reaction Database (ORD), a public repository of structured organic reaction records. describe an organic reaction: reactants, conditions, products, and yield The reactants are C=CCC(c1ccc(Cl)c(Cl)c1)C(OC(C)=O)c1ccnn1-c1ccccc1, CCOCC, [O-][I+3]([O-])([O-])[O-], [Na+], C1CCOC1, O, O=[Os](=O)(=O)=O. Product: C=CCC(c1ccc(Cl)c(Cl)c1)C(O)c1ccnn1-c1ccccc1. RXN SMILES: [C:1](=[O:2])([CH3:3])[O:4][CH:5]([CH:6]([CH2:7][CH:8]=[CH2:9])[c:10]1[cH:11][c:12]([Cl:17])[c:13]([Cl:16])[cH:14][cH:15]1)[c:18]1[cH:19][cH:20][n:21][n:22]1-[c:23]1[cH:24][cH:25][cH:26][cH:27][cH:28]1.[CH3:40][CH2:41][O:42][CH2:43][CH3:44].[I+3:29]([O-:30])([O-:31])([O-:32])[O-:33].[Na+:34].[O:35]1[CH2:36][CH2:37][CH2:38][CH2:39]1.[OH2:45].[Os:46](=[O:47])(=[O:48])(=[O:49])=[O:50]>>[OH:4][CH:5]([CH:6]([CH2:7][CH:8]=[CH2:9])[c:10]1[cH:11][c:12]([Cl:17])[c:13]([Cl:16])[cH:14][cH:15]1)[c:18]1[cH:19][cH:20][n:21][n:22]1-[c:23]1[cH:24][cH:25][cH:26][cH:27][cH:28]1. Reactants: O=C(C1=Cc2ccc(OCCCBr)cc21)N1CCCCC1, CCO, [N-]=[N+]=[N-], [Na+], O, O. Product: [N-]=[N+]=NCCCOc1ccc2c(c1)C(C(=O)N1CCCCC1)=C2. Reaction SMILES: [Br:5][CH2:6][CH2:7][CH2:8][O:9][c:10]1[cH:11][cH:12][c:13]2[c:14]([cH:25]1)[C:15]([C:17](=[O:18])[N:19]1[CH2:20][CH2:21][CH2:22][CH2:23][CH2:24]1)=[CH:16]2.[CH2:28]([OH:29])[CH3:30].[N-:2]=[N+:3]=[N-:4].[Na+:1].[OH2:26].[OH2:27]>>[N:2](=[N+:3]=[N-:4])[CH2:6][CH2:7][CH2:8][O:9][c:10]1[cH:11][cH:12][c:13]2[c:14]([cH:25]1)[C:15]([C:17](=[O:18])[N:19]1[CH2:20][CH2:21][CH2:22][CH2:23][CH2:24]1)=[CH:16]2. Starting materials: [H-].[Na+] (sodium hydride), ClC=1C2=C(SC1C=O)C=C1C(=C2)OCO1 (3-Chloro-5,6-(methylenedioxy)-benzo[b]thiophene-2-carbaldehyde), ClC1=CC=C(C=C1)O (4-chlorophenol). The solvent is CN(C=O)C (dimethylformamide). The product is ClC1=CC=C(OC=2C3=C(SC2C=O)C=C2C(=C3)OCO2)C=C1 (3-(4-Chlorophenoxy)-5,6-(methylenedioxy)benzo[b]thiophene-2-carbaldehyde). As a reaction SMILES: [H-].[Na+].Cl[C:4]1[C:5]2[CH:14]=[C:13]3[O:15][CH2:16][O:17][C:12]3=[CH:11][C:6]=2[S:7][C:8]=1[CH:9]=[O:10].[Cl:18][C:19]1[CH:24]=[CH:23][C:22]([OH:25])=[CH:21][CH:20]=1>CN(C)C=O>[Cl:18][C:19]1[CH:24]=[CH:23][C:22]([O:25][C:4]2[C:5]3[CH:14]=[C:13]4[O:15][CH2:16][O:17][C:12]4=[CH:11][C:6]=3[S:7][C:8]=2[CH:9]=[O:10])=[CH:21][CH:20]=1 |f:0.1|. Reported procedure: 1 equivalent of sodium hydride and then 0.094 mol of the product obtained in Step D are added at ambient temperature and under an inert atmosphere to a solution of 0.10 mol of 4-chlorophenol in 250 ml of dimethylformamide. After 12 hours' reaction at 80° C., the reaction mixture is concentrated under reduced pressure. The residue is then diluted with ethyl acetate, washed with water and then with an aqueous solution of NaOH and then of NaCl, dried over calcium sulphate, filtered and concentrated... Starting materials: COC(=O)CCCC=CCC1C(O)CC(O[Si](C)(C)C(C)(C)C)C1C=CC(CCc1cc(Br)c(C)s1)O[Si](C)(C)C(C)(C)C, C[N+]1([O-])CCOCC1, CCC[N+](CCC)(CCC)CCC, ClCCl, O=[Ru](=O)(=O)[O-]. The product is COC(=O)CCCC=CCC1C(=O)CC(O[Si](C)(C)C(C)(C)C)C1C=CC(CCc1cc(Br)c(C)s1)O[Si](C)(C)C(C)(C)C. Reaction SMILES: [CH3:1][O:2][C:3]([CH2:4][CH2:5][CH2:6][CH:7]=[CH:8][CH2:9][CH:10]1[CH:11]([CH:24]=[CH:25][CH:26]([CH2:27][CH2:28][c:29]2[s:30][c:31]([CH3:35])[c:32]([Br:34])[cH:33]2)[O:36][Si:37]([CH3:38])([CH3:39])[C:40]([CH3:41])([CH3:42])[CH3:43])[CH:12]([O:16][Si:17]([CH3:18])([CH3:19])[C:20]([CH3:21])([CH3:22])[CH3:23])[CH2:13][CH:14]1[OH:15])=[O:44].[CH3:45][N+:46]1([O-:47])[CH2:48][CH2:49][O:50][CH2:51][CH2:52]1.[CH3:56][CH2:57][CH2:58][N+:59]([CH2:60][CH2:61][CH3:62])([CH2:63][CH2:64][CH3:65])[CH2:66][CH2:67][CH3:68].[Cl:53][CH2:54][Cl:55].[O:69]=[Ru:70](=[O:71])([O-:72])=[O:73]>>[CH3:1][O:2][C:3]([CH2:4][CH2:5][CH2:6][CH:7]=[CH:8][CH2:9][CH:10]1[CH:11]([CH:24]=[CH:25][CH:26]([CH2:27][CH2:28][c:29]2[s:30][c:31]([CH3:35])[c:32]([Br:34])[cH:33]2)[O:36][Si:37]([CH3:38])([CH3:39])[C:40]([CH3:41])([CH3:42])[CH3:43])[CH:12]([O:16][Si:17]([CH3:18])([CH3:19])[C:20]([CH3:21])([CH3:22])[CH3:23])[CH2:13][C:14]1=[O:15])=[O:44]. RXN SMILES: [CH2:1]([N:3]([CH2:29][CH3:30])[CH2:4][CH2:5][C:6]1[C:14]2[C:9](=[CH:10][CH:11]=[C:12]([NH:15][S:16]([C:19]3[C:28]4[C:23](=[CH:24][CH:25]=[CH:26][CH:27]=4)[CH:22]=[CH:21][CH:20]=3)(=[O:18])=[O:17])[CH:13]=2)[NH:8][CH:7]=1)[CH3:2].[ClH:31]>C(O)C>[ClH:31].[CH2:29]([N:3]([CH2:1][CH3:2])[CH2:4][CH2:5][C:6]1[C:14]2[C:9](=[CH:10][CH:11]=[C:12]([NH:15][S:16]([C:19]3[C:28]4[C:23](=[CH:24][CH:25]=[CH:26][CH:27]=4)[CH:22]=[CH:21][CH:20]=3)(=[O:17])=[O:18])[CH:13]=2)[NH:8][CH:7]=1)[CH3:30] |f:3.4|. The solvent is C(C)O (ethanol), C(C)O (ethanol). Product: Cl.C(C)N(CCC1=CNC2=CC=C(C=C12)NS(=O)(=O)C1=CC=CC2=CC=CC=C12)CC (N-[3-(2-diethylaminoethyl)-1H-indol-5-yl]naphthalene-1-sulphonamide hydrochloride). Starting materials: solution, Cl (hydrochloric acid), C(C)N(CCC1=CNC2=CC=C(C=C12)NS(=O)(=O)C1=CC=CC2=CC=CC=C12)CC (N-[3-(2-diethylaminoethyl)-1H-indol-5-yl]naphthalene-1-sulphonamide). Reported procedure: 1.05 g (2.5 mMol)-of N-[3-(2-diethylaminoethyl)-1H-indol-5-yl]naphthalene-1-sulphonamide (example 2) are dissolved in 10 ml of ethanol and 0.6 ml are added of a 4.2 N solution of hydrochloric acid in ethanol. It is allowed to crystallise at ambient temperature. N-[3-(2-diethylaminoethyl)-1H-indol-5-yl]naphthalene-1-sulphonamide hydrochloride is obtained as a solid with m.p.=255-257° C.